Dataset: the Open Reaction Database (ORD), a public repository of structured organic reaction records. Task: describe an organic reaction: reactants, conditions, products, and yield Reactants: Cl (HCl), P(=O)(Cl)(Cl)Cl (Phosphorus oxychloride), C(=O)NCC(CCCC(=O)OCC)C1=CC(=CC=C1)OC (Ethyl 6-(formylamino)-5-(3-methoxyphenyl)hexanoate). The solvent is C(C)O (ethanol), C(C)#N (acetonitrile), CCOCC (ether). Reaction conditions: temperature 60 celsius. Product: Cl.COC=1C=C2C(CN=CC2=CC1)CCCC(=O)OCC (Ethyl 4-(6-methoxy-3,4-dihydro-4-isoquinolinyl)butanoate hydrochloride). RXN SMILES: [CH:1]([NH:3][CH2:4][CH:5]([C:14]1[CH:19]=[CH:18][CH:17]=[C:16]([O:20][CH3:21])[CH:15]=1)[CH2:6][CH2:7][CH2:8][C:9]([O:11][CH2:12][CH3:13])=[O:10])=O.P(Cl)(Cl)([Cl:24])=O.Cl>C(#N)C.C(O)C.CCOCC>[ClH:24].[CH3:21][O:20][C:16]1[CH:15]=[C:14]2[C:19](=[CH:18][CH:17]=1)[CH:1]=[N:3][CH2:4][CH:5]2[CH2:6][CH2:7][CH2:8][C:9]([O:11][CH2:12][CH3:13])=[O:10] |f:6.7|. Procedure details: The formaldehyde obtained in Step C (6.8 g; 23 mmol) is dissolved in 100 ml of acetonitrile, then the reaction mixture is heated to approximately 60° C. Phosphorus oxychloride (7 ml) is added to the solution, which is heated at reflux for 6 hours with stirring and then evaporated under reduced pressure. The residue obtained is taken up twice in ethanol and evaporated under reduced pressure, and is then taken up in water. The aqueous phase is washed with dichloromethane and then rendered alkaline... Reactants: CCOC(=O)Cc1ccc(-c2ccc(C(CC)(CC)c3ccc(CCC(O)C(C)(C)C)c(C)c3)cc2C)nc1, CO, Cl, [Na+], [OH-], O. The product is CCC(CC)(c1ccc(CCC(O)C(C)(C)C)c(C)c1)c1ccc(-c2ccc(CC(=O)O)cn2)c(C)c1. As a reaction SMILES: [CH2:4]([CH3:5])[O:6][C:7]([CH2:8][c:9]1[cH:10][n:11][c:12](-[c:15]2[c:16]([CH3:41])[cH:17][c:18]([C:21]([CH2:22][CH3:23])([c:24]3[cH:25][c:26]([CH3:38])[c:27]([CH2:30][CH2:31][CH:32]([C:33]([CH3:34])([CH3:35])[CH3:36])[OH:37])[cH:28][cH:29]3)[CH2:39][CH3:40])[cH:19][cH:20]2)[cH:13][cH:14]1)=[O:42].[CH3:44][OH:45].[ClH:43].[Na+:2].[OH-:1].[OH2:3]>>[O:6]=[C:7]([CH2:8][c:9]1[cH:10][n:11][c:12](-[c:15]2[c:16]([CH3:41])[cH:17][c:18]([C:21]([CH2:22][CH3:23])([c:24]3[cH:25][c:26]([CH3:38])[c:27]([CH2:30][CH2:31][CH:32]([C:33]([CH3:34])([CH3:35])[CH3:36])[OH:37])[cH:28][cH:29]3)[CH2:39][CH3:40])[cH:19][cH:20]2)[cH:13][cH:14]1)[OH:42]. Reactants: C=1C=C[NH+]=CC1.[O-][Cr](=O)(=O)Cl (PCC), FC(C1=CC=C(C=C1)CCCO)(F)F (3-(4-trifluoromethyl-phenyl)-propan-1-ol), CCCCCCC (heptane). Solvent: C(Cl)Cl (DCM), C(Cl)Cl (DCM). Conditions: time 4 hour. Yields the product FC(C1=CC=C(C=C1)CCC=O)(F)F (3-(4-trifluoromethyl-phenyl)-propionaldehyde). Isolated yield 84.1%. As a reaction SMILES: [F:1][C:2]([F:14])([F:13])[C:3]1[CH:8]=[CH:7][C:6]([CH2:9][CH2:10][CH2:11][OH:12])=[CH:5][CH:4]=1.C1C=C[NH+]=CC=1.[O-][Cr](Cl)(=O)=O.CCCCCCC>C(Cl)Cl>[F:1][C:2]([F:13])([F:14])[C:3]1[CH:4]=[CH:5][C:6]([CH2:9][CH2:10][CH:11]=[O:12])=[CH:7][CH:8]=1 |f:1.2|. Procedure details: In an inert atmosphere, 3-(4-trifluoromethyl-phenyl)-propan-1-ol (1.02 g, 5 mmol) was dissolved in DCM (10 ml) and slowly added to a suspension of PCC (1.61 g, 7.5 mmol) in anhydrous DCM (15 ml). Stirring was continued for 4 h at rt. Anhydrous heptane (10 ml) was added to the reaction mixture followed by filtration over a pad of silicagel (15 g). The filtrate was evaporated to give 850 mg of 3-(4-trifluoromethyl-phenyl)-propionaldehyde. LC-MS: tR=0.94 min; [M+H]+=no ionisation. The solvent is CO (methanol). Yields the product COC1OC(CC1C1=CC=C(C=C1)C1=NC=CC=N1)OC (2-[4-(Tetrahydro-2,5-dimethoxy-3-furanyl)phenyl] pyrimidine). Reagents/catalysts: [Pd] (Pd/C). As a reaction SMILES: [CH3:1][O:2][CH:3]1[C:7]([C:8]2[CH:13]=[CH:12][C:11]([C:14]3[N:19]=[CH:18][CH:17]=[CH:16][N:15]=3)=[CH:10][CH:9]=2)=[CH:6][CH:5]([O:20][CH3:21])[O:4]1.C([O-])=O.[NH4+]>CO.[Pd]>[CH3:1][O:2][CH:3]1[CH:7]([C:8]2[CH:13]=[CH:12][C:11]([C:14]3[N:15]=[CH:16][CH:17]=[CH:18][N:19]=3)=[CH:10][CH:9]=2)[CH2:6][CH:5]([O:20][CH3:21])[O:4]1 |f:1.2|. Starting materials: COC1OC(C=C1C1=CC=C(C=C1)C1=NC=CC=N1)OC (2,5-dihydro-2,5-dimethoxy-3-[4-(pyrimidin-2-yl)phenyl]furan), C(=O)[O-].[NH4+] (ammonium formate). Procedure: A mixture of 2,5-dihydro-2,5-dimethoxy-3-[4-(pyrimidin-2-yl)phenyl]furan (70 mg, 0.25 mmol), 10% Pd/C (20 mg), and ammonium formate (46 mg, 0.75 mmol) in methanol (1 mL) was stirred overnight. The reaction mixture was filtered through a fritted funnel, and concentrated in vacuo. The crude product was partitioned between ethyl acetate and sat. aq. NaHCO3, the organic layer dried with Na2SO4, and concentrated in vacuo to give 60 mg (85%) of the title compound, which was used without further purifi... The yield is 83.8%. Reaction conditions: time 8 hour. Reactants: crude product, [Si](C)(C)(C(C)(C)C)OCC=1C=C(OCC2=CC=C(S2)/C(=C/CO)/CC)C=CC1CO[Si](C)(C)C(C)(C)C ((E)-3-{5-[3,4-bis(tert-butyldimethylsilanyloxymethyl)phenoxymethyl]-2-thienyl}pent-2-en-1-ol), aldehyde. Reagents/catalysts: [O-2].[O-2].[Mn+4] (manganese dioxide). Run in ClCCl (dichloromethane). Run at time 14 hour. Yields the product [Si](C)(C)(C(C)(C)C)OCC=1C=C(OCC2=CC=C(S2)/C(=C/C=O)/CC)C=CC1CO[Si](C)(C)C(C)(C)C ((E)-3-{5-[3,4-bis(tert-Butyldimethylsilanyloxy-methyl)phenoxymethyl]-2-thienyl}pent-2-enal). RXN SMILES: [Si:1]([O:8][CH2:9][C:10]1[CH:11]=[C:12]([CH:26]=[CH:27][C:28]=1[CH2:29][O:30][Si:31]([C:34]([CH3:37])([CH3:36])[CH3:35])([CH3:33])[CH3:32])[O:13][CH2:14][C:15]1[S:19][C:18](/[C:20](/[CH2:24][CH3:25])=[CH:21]/[CH2:22][OH:23])=[CH:17][CH:16]=1)([C:4]([CH3:7])([CH3:6])[CH3:5])([CH3:3])[CH3:2]>ClCCl.[O-2].[O-2].[Mn+4]>[Si:1]([O:8][CH2:9][C:10]1[CH:11]=[C:12]([CH:26]=[CH:27][C:28]=1[CH2:29][O:30][Si:31]([C:34]([CH3:35])([CH3:37])[CH3:36])([CH3:32])[CH3:33])[O:13][CH2:14][C:15]1[S:19][C:18](/[C:20](/[CH2:24][CH3:25])=[CH:21]/[CH:22]=[O:23])=[CH:17][CH:16]=1)([C:4]([CH3:6])([CH3:5])[CH3:7])([CH3:3])[CH3:2] |f:2.3.4|. Procedure: 2.74 g (5.1 mmol) of (E)-3-{5-[3,4-bis(tert-butyldimethylsilanyloxymethyl)phenoxymethyl]-2-thienyl}pent-2-en-1-ol are dissolved in 80 mL of dichloromethane and placed under a nitrogen atmosphere. 4.45 g (51 mmol) of manganese dioxide are added and the medium is stirred for 14 hours. After filtration and then evaporation, a yellow oil is obtained. The crude product (2.9 g) is the expected aldehyde, obtained in a quantitative yield. The reactants are C(C)(C)(C)OC(=O)N1CCC(CC1)NC1=NC(=NC=C1OC)Cl (4-(2-chloro-5-methoxy-pyrimidin-4-ylamino)-piperidine-1-carboxylic acid tert-butyl ester). Solvent: ClCCl (dichloromethane), Cl (HCl), O1CCOCC1 (dioxane). Product: Cl.Cl.ClC1=NC=C(C(=N1)NC1CCNCC1)OC ((2-Chloro-5-methoxy-pyrimidin-4-yl)-piperidin-4-yl-amine dihydrochloride). As a reaction SMILES: C(OC([N:8]1[CH2:13][CH2:12][CH:11]([NH:14][C:15]2[C:20]([O:21][CH3:22])=[CH:19][N:18]=[C:17]([Cl:23])[N:16]=2)[CH2:10][CH2:9]1)=O)(C)(C)C>ClCCl.Cl.O1CCOCC1>[ClH:23].[ClH:23].[Cl:23][C:17]1[N:16]=[C:15]([NH:14][CH:11]2[CH2:10][CH2:9][NH:8][CH2:13][CH2:12]2)[C:20]([O:21][CH3:22])=[CH:19][N:18]=1 |f:4.5.6|. Reported procedure: A solution of 4-(2-chloro-5-methoxy-pyrimidin-4-ylamino)-piperidine-1-carboxylic acid tert-butyl ester (1.43 g, 4.17 mmol) in dichloromethane (10 mL) and 4 M HCl in dioxane (40 mL) was stirred at rt for 2 h. The solvent was removed under reduced pressure and the crude product used in the consecutive step without further purification assuming quantitative deprotection and formation of the dihydrochloride salt. MS (ISP): 243.3 [M+H]+.